This data is from the Open Reaction Database (ORD), a public repository of structured organic reaction records. The task is: describe an organic reaction: reactants, conditions, products, and yield The reactants are NC1=C(C#N)C=CC(=C1)Cl (2-amino-4-chlorobenzonitrile), N1=CC=CC=C1 (pyridine), C1(=CC=CC=C1)C(=O)Cl (PhCOCl). Solvent: C(Cl)Cl (DCM). Run at time 8 hour. Product: ClC=1C=CC(=C(C1)NC(C1=CC=CC=C1)=O)C#N (N-(5-Chloro-2-cyanophenyl)benzamide). RXN SMILES: [NH2:1][C:2]1[CH:9]=[C:8]([Cl:10])[CH:7]=[CH:6][C:3]=1[C:4]#[N:5].N1C=CC=CC=1.[C:17]1([C:23](Cl)=[O:24])[CH:22]=[CH:21][CH:20]=[CH:19][CH:18]=1>C(Cl)Cl>[Cl:10][C:8]1[CH:7]=[CH:6][C:3]([C:4]#[N:5])=[C:2]([NH:1][C:23](=[O:24])[C:17]2[CH:22]=[CH:21][CH:20]=[CH:19][CH:18]=2)[CH:9]=1. Procedure: To a solution of 2-amino-4-chlorobenzonitrile (7.25 g, 47.5 mmol), in anh. pyridine (38 mL, 475 mmol) and DCM (300 mL) cooled in an ice-H2O bath under Ar was added PhCOCl (5.8 mL, 50 mmol) dropwise. The reaction was allowed to slowly warm to rt within the cooling bath and then was stirred at rt overnight. The reaction mixture was washed (H2O, 2 M aq HCl (2×), H2O, brine), dried (Na2SO4) and concentrated under reduced pressure to afford the title compound as a white solid; MS (ES+): m/z 257.1 (10...